From a dataset of the Open Reaction Database (ORD), a public repository of structured organic reaction records. describe an organic reaction: reactants, conditions, products, and yield Starting materials: O (water), CC1=C(O[Si](C)(C)C)C=C(C=C1)[Si](C)(C)C (2-methyl-5-(trimethylsilyl)phenoxytrimethylsilane), CC1=C(O[Si](C)(C)C)C=C(C=C1)[Si](C)(C)C (2-methyl-5-(trimethylsilyl)phenoxytrimethylsilane), [F-].C(CCC)[N+](CCCC)(CCCC)CCCC (tetrabutylammonium fluoride). Solvent: C(C)OCC (diethyl ether). Reported procedure: To a solution of 2-methyl-5-(trimethylsilyl)phenoxytrimethylsilane (Intermediate 2; 5 g) in diethyl ether (40 mL) at room temperature was added tetrabutylammonium fluoride (TBAF; 19.3 mL, 1.0 M solution, 19.3 mmol). The reaction was stirred at this temperature for 5 minutes and then water (40 mL) was added. The mixture was extracted with diethyl ether (2×40 mL) and the combined organic extracts were dried (magnesium sulphate), concentrated under reduced pressure and purified by column chromatogr... Run at time 5 minute. Yield: 53.2%. Yields the product C[Si](C=1C=CC(=C(C1)O)C)(C)C (5-Trimethylsilyl-2-methylphenol). Reaction SMILES: [CH3:1][C:2]1[CH:12]=[CH:11][C:10]([Si:13]([CH3:16])([CH3:15])[CH3:14])=[CH:9][C:3]=1[O:4][Si](C)(C)C.[F-].C([N+](CCCC)(CCCC)CCCC)CCC.O>C(OCC)C>[CH3:14][Si:13]([CH3:15])([CH3:16])[C:10]1[CH:11]=[CH:12][C:2]([CH3:1])=[C:3]([OH:4])[CH:9]=1 |f:1.2|.